Dataset: the Open Reaction Database (ORD), a public repository of structured organic reaction records. Task: describe an organic reaction: reactants, conditions, products, and yield Reactants: O=C1C2=C(NC=3CN(CCC13)C(=O)C1C(C1(C)C)(C)C)C=CC=C2C(=O)OC (methyl 5-oxo-2-(2,2,3,3-tetramethylcyclopropanecarbonyl)-1,2,3,4,5,10-hexahydrobenzo[b][1,7]naphthyridine-6-carboxylate), O.NN (hydrazine hydrate). The product is CC1(C(C1(C)C)C(=O)N1CCC=2C=3C4=C(NC2C1)C=CC=C4C(NN3)=O)C (9-(2,2,3,3-Tetramethylcyclopropanecarbonyl)-8,9,10,11-tetrahydro-2H-phthalazino[8,1-bc][1,7]naphthyridin-3(7H)-one). As a reaction SMILES: O=[C:2]1[C:11]2[CH2:10][CH2:9][N:8]([C:12]([CH:14]3[C:16]([CH3:18])([CH3:17])[C:15]3([CH3:20])[CH3:19])=[O:13])[CH2:7][C:6]=2[NH:5][C:4]2[CH:21]=[CH:22][CH:23]=[C:24]([C:25]([O:27]C)=O)[C:3]1=2.O.[NH2:30][NH2:31]>>[CH3:18][C:16]1([CH3:17])[C:15]([CH3:20])([CH3:19])[CH:14]1[C:12]([N:8]1[CH2:7][C:6]2[NH:5][C:4]3[CH:21]=[CH:22][CH:23]=[C:24]4[C:25](=[O:27])[NH:30][N:31]=[C:2]([C:3]=34)[C:11]=2[CH2:10][CH2:9]1)=[O:13] |f:1.2|. Procedure: The target product was prepared from methyl 5-oxo-2-(2,2,3,3-tetramethylcyclopropanecarbonyl)-1,2,3,4,5,10-hexahydrobenzo[b][1,7]naphthyridine-6-carboxylate and hydrazine hydrate according to the same procedure described as in Example 16 (Step 4). 1H NMR (DMSO-d6) δ 11.8 (s, 1H), 10.6-10.65 (m, 1H), 7.62-7.67 (m, 1H), 7.47-7.48 (m, 1H), 7.24-7.31 (m, 1H), 4.36-4.41 (m, 2H), 3.70-3.76 (m, 2H), 2.29-2.33 (m, 2H), 1.03-1.23 (m, 12H). MS (ESI) m/e [M+1]+ 369. Run in CO (methanol), ClCCCl (1,2-dichloroethane), C(C)(=O)O (acetic acid). RXN SMILES: [CH:1]([C:3]1[CH:4]=[C:5]2[C:13](=[CH:14][CH:15]=1)[C:12]1[O:11][N:10]=[C:9]([C:16]([O:18][CH3:19])=[O:17])[C:8]=1[CH2:7][CH2:6]2)=O.C(O)(=O)C.[NH:24]1[CH2:27][CH:26]([C:28]([O:30][C:31]([CH3:34])([CH3:33])[CH3:32])=[O:29])[CH2:25]1.C(O[BH-](OC(=O)C)OC(=O)C)(=O)C.[Na+].C(O[BH-](OC(=O)C)OC(=O)C)(=O)C>CO.ClCCCl.C(O)(=O)C>[C:31]([O:30][C:28]([CH:26]1[CH2:25][N:24]([CH2:1][C:3]2[CH:4]=[C:5]3[C:13](=[CH:14][CH:15]=2)[C:12]2[O:11][N:10]=[C:9]([C:16]([O:18][CH3:19])=[O:17])[C:8]=2[CH2:7][CH2:6]3)[CH2:27]1)=[O:29])([CH3:34])([CH3:32])[CH3:33] |f:1.2,3.4|. Starting materials: C(=O)C=1C=C2CCC=3C(=NOC3C2=CC1)C(=O)OC (methyl 7-formyl-4,5-dihydronaphtho[2,1-d]isoxazole-3-carboxylate), C(C)(=O)O.N1CC(C1)C(=O)OC(C)(C)C (tert-butyl azetidine-3-carboxylate acetic acid salt), C(C)(=O)O[BH-](OC(C)=O)OC(C)=O.[Na+] (sodium triacetoxyborohydride), C(C)(=O)O[BH-](OC(C)=O)OC(C)=O (triacetoxyborohydride), C(C)(=O)O[BH-](OC(C)=O)OC(C)=O.[Na+] (sodium triacetoxyborohydride), C(C)(=O)O[BH-](OC(C)=O)OC(C)=O.[Na+] (sodium triacetoxyborohydride), amine. Procedure details: To a solution of methyl 7-formyl-4,5-dihydronaphtho[2,1-d]isoxazole-3-carboxylate (Preparation 45C, 72 mg, 0.280 mmol) in methanol (5 mL) and 1,2-dichloroethane (1 mL) was added acetic acid (0.1 mL) and tert-butyl azetidine-3-carboxylate acetic acid salt (73.0 mg, 0.336 mmol). The contents were allowed to stir at room temperature for 40 min. and then sodium triacetoxyborohydride (178 mg, 0.840 mmol) was added. The reaction mixture was allowed to stir at room temperature overnight. Additional sod... Reaction conditions: time 40 minute. Yields the product C(C)(C)(C)OC(=O)C1CN(C1)CC=1C=C2CCC=3C(=NOC3C2=CC1)C(=O)OC (Methyl 7-((3-(tert-butoxycarbonyl)azetidin-1-yl)methyl)-4,5-dihydronaphtho[2,1-d]isoxazole-3-carboxylate). Isolated yield 85.2%. The reactants are present compound, O(O)C(C)(C)C1=CC2=CC=C(C=C2C=C1)C(=O)OC (methyl 2-(2-hydroperoxy-2-propyl)naphthalene-6-carboxylate), CC(=O)C (acetone). Reagents/catalysts: S(O)(O)(=O)=O (sulfuric acid). Product: OC1=CC2=CC=C(C=C2C=C1)C(=O)OC (methyl 2-hydroxynaphthalene-6-carboxylate). Reaction SMILES: O(C([C:6]1[CH:15]=[CH:14][C:13]2[C:8](=[CH:9][CH:10]=[C:11]([C:16]([O:18][CH3:19])=[O:17])[CH:12]=2)[CH:7]=1)(C)C)O.CC(C)=[O:22]>S(=O)(=O)(O)O>[OH:22][C:6]1[CH:15]=[CH:14][C:13]2[C:8](=[CH:9][CH:10]=[C:11]([C:16]([O:18][CH3:19])=[O:17])[CH:12]=2)[CH:7]=1. Procedure: In the case where 1.0 g of the present compound, methyl 2-(2-hydroperoxy-2-propyl)naphthalene-6-carboxylate are heated in 10.0 g of acetone for 30 min at a temperature between 50° and 70° C. in the presence of 0.02 g of sulfuric acid as a catalyst, methyl 2-hydroxynaphthalene-6-carboxylate is formed nearly quantitatively. The thus formed compound is hydrolyzed nearly quantitatively into 2-hydroxynaphthalene-6-carboxylic acid (acid-6) by heating the thus formed compound for 30 min at a temperatur... The reactants are [Li]C(C)(C)C, CCCC[Sn](Cl)(CCCC)CCCC, C1=COCC1, C1CCOC1. Yields the product CCCC[Sn](CCCC)(CCCC)C1=CCCO1. As a reaction SMILES: [C:6]([Li:7])([CH3:8])([CH3:9])[CH3:10].[CH2:11]([CH2:12][CH2:13][CH3:14])[Sn:15]([CH2:16][CH2:17][CH2:18][CH3:19])([CH2:20][CH2:21][CH2:22][CH3:23])[Cl:24].[CH2:1]1[CH2:2][CH:3]=[CH:4][O:5]1.[CH2:25]1[O:26][CH2:27][CH2:28][CH2:29]1>>[CH2:1]1[CH2:2][CH:3]=[C:4]([Sn:15]([CH2:11][CH2:12][CH2:13][CH3:14])([CH2:16][CH2:17][CH2:18][CH3:19])[CH2:20][CH2:21][CH2:22][CH3:23])[O:5]1. Starting materials: Tetrakistriphenylphosphine palladium, ClC1=NC(=C2N=CN(C2=N1)C1OCCCC1)NCC1=CC=CC2=CC=CC=C12 (2-chloro-N-(1-naphthylmethyl)-9-tetrahydro-2H-pyran-2-yl-9H-purin-6-amine), C(C)N(C(C)C)C(C)C (N-ethyl-N-isopropyl-2-propanamine), C(C)(=O)OCC (ethyl acetate). Reagents/catalysts: [C-]#N.[Zn+2].[C-]#N (zinc cyanide). Run in N′N′-dimethylformamide. Conditions: temperature 100 celsius. The product is C1(=CC=CC2=CC=CC=C12)CNC1=C2N=CNC2=NC(=N1)C#N (6-[(1 -Naphthylmethyl)amino]-9H-purine-2-carbonitrile). Reaction SMILES: ClC1[N:10]=[C:9]2[C:5]([N:6]=[CH:7][N:8]2C2CCCCO2)=[C:4]([NH:17][CH2:18][C:19]2[C:28]3[C:23](=[CH:24][CH:25]=[CH:26][CH:27]=3)[CH:22]=[CH:21][CH:20]=2)[N:3]=1.C([N:31](C(C)C)C(C)C)C.C(O[CH2:42][CH3:43])(=O)C>[C-]#N.[Zn+2].[C-]#N>[C:19]1([CH2:18][NH:17][C:4]2[N:3]=[C:43]([C:42]#[N:31])[N:10]=[C:9]3[C:5]=2[N:6]=[CH:7][NH:8]3)[C:28]2[C:23](=[CH:24][CH:25]=[CH:26][CH:27]=2)[CH:22]=[CH:21][CH:20]=1 |f:3.4.5|. Procedure details: Tetrakistriphenylphosphine palladium (1.1 g, 0.95 mmol) was added to a solution of 2-chloro-N-(1-naphthylmethyl)-9-tetrahydro-2H-pyran-2-yl-9H-purin-6-amine (7.5 g, 19 mmol) (Preparation 9) , zinc cyanide (1.4 g, 11.9 mmol) and N-ethyl-N-isopropyl-2-propanamine (4 ml, 23 mmol) in N′N′-dimethylformamide (80 ml). The reaction mixture was heated to 100° C. for 16 hours. The reaction mixture was allowed to cool to room temperature and ethyl acetate (250 ml) was added. The resulting mixture was extra... The reactants are CS(=O)(=O)c1ccc(C=O)cc1, C[O-], CO, Cl, CC1=C(CCO)c2cc(F)ccc2C1, [Na+]. The product is CC1=C(CCO)c2cc(F)ccc2C1=Cc1ccc(S(C)(=O)=O)cc1. As a reaction SMILES: [CH3:15][S:16](=[O:17])(=[O:18])[c:19]1[cH:20][cH:21][c:22]([CH:23]=[O:24])[cH:25][cH:26]1.[CH3:27][O-:28].[CH3:31][OH:32].[ClH:30].[F:1][c:2]1[cH:3][c:4]2[c:8]([cH:9][cH:10]1)[CH2:7][C:6]([CH3:11])=[C:5]2[CH2:12][CH2:13][OH:14].[Na+:29]>>[F:1][c:2]1[cH:3][c:4]2[c:8]([cH:9][cH:10]1)[C:7](=[CH:23][c:22]1[cH:21][cH:20][c:19]([S:16]([CH3:15])(=[O:17])=[O:18])[cH:26][cH:25]1)[C:6]([CH3:11])=[C:5]2[CH2:12][CH2:13][OH:14]. The reactants are C1(=CC=CC=C1)C1C=CC2=CC=CC=C12 (1-phenyl-indene), C=O (formalin), C1(=CC=C(C=C1)S(=O)(=O)O)C (para-toluenesulphonic acid). Run in C1(=CC=CC=C1)C (toluene). Reaction conditions: temperature 80 celsius, time 6 hour. The product is C1(=CC=CC=C1)C1=C(CC2=CC=CC=C12)CC=1CC2=CC=CC=C2C1C1=CC=CC=C1 (bis(3-phenyl-2-indenyl)methane). Yield: 246.7%. As a reaction SMILES: [C:1]1([CH:7]2[C:15]3[C:10](=[CH:11][CH:12]=[CH:13][CH:14]=3)[CH:9]=[CH:8]2)[CH:6]=[CH:5][CH:4]=[CH:3][CH:2]=1.C=O.[C:18]1([CH3:28])[CH:23]=[CH:22][C:21](S(O)(=O)=O)=[CH:20][CH:19]=1>C1(C)C=CC=CC=1>[C:1]1([C:7]2[C:15]3[C:10](=[CH:11][CH:12]=[CH:13][CH:14]=3)[CH2:9][C:8]=2[CH2:9][C:8]2[CH2:28][C:18]3[C:23]([C:7]=2[C:1]2[CH:6]=[CH:5][CH:4]=[CH:3][CH:2]=2)=[CH:22][CH:21]=[CH:20][CH:19]=3)[CH:2]=[CH:3][CH:4]=[CH:5][CH:6]=1. Procedure details: In a 500 mL flask equipped with magnetic stirring bar were introduced 4.46 g (0.023 moles) of 1-phenyl-indene, 0.35 g (0.0117 moles) of formalin and 0.88 g (0.0046 moles) of para-toluenesulphonic acid in 200 ml of toluene; the mixture was heated to 80° C. and was maintained under stirring for 6 hours at 80° C. Then the reaction was quenched with water/NaHCO3; the organic layer was separated, washed with water and brought to dryness under reduced pressure. The crude product was crystallized upon ... Reactants: [BH3-]C#N, Cc1cccnc1CN(Cc1ncccc1C)C1CCNCC1, CO, [Na+], O=Cc1ncc[nH]1. Product: Cc1cccnc1CN(Cc1ncccc1C)C1CCN(Cc2ncc[nH]2)CC1. Reaction SMILES: [C:24]([BH3-:25])#[N:26].[CH3:1][c:2]1[c:3]([CH2:8][N:9]([CH:10]2[CH2:11][CH2:12][NH:13][CH2:14][CH2:15]2)[CH2:16][c:17]2[n:18][cH:19][cH:20][cH:21][c:22]2[CH3:23])[n:4][cH:5][cH:6][cH:7]1.[CH3:35][OH:36].[Na+:27].[nH:28]1[c:29]([CH:33]=[O:34])[n:30][cH:31][cH:32]1>>[CH3:1][c:2]1[c:3]([CH2:8][N:9]([CH:10]2[CH2:11][CH2:12][N:13]([CH2:33][c:29]3[nH:28][cH:32][cH:31][n:30]3)[CH2:14][CH2:15]2)[CH2:16][c:17]2[n:18][cH:19][cH:20][cH:21][c:22]2[CH3:23])[n:4][cH:5][cH:6][cH:7]1.